Dataset: the Open Reaction Database (ORD), a public repository of structured organic reaction records. Task: describe an organic reaction: reactants, conditions, products, and yield The reactants are O (water), NC1=NC=C(N=C1)Br (2-amino-5-bromopyrazine), COC=1C=C(C=CC1)B(O)O (3-methoxyphenylboronic acid), C([O-])([O-])=O.[Na+].[Na+] (sodium carbonate). The reagents and catalysts are [Pd].C1(=CC=CC=C1)P(C1=CC=CC=C1)C1=CC=CC=C1.C1(=CC=CC=C1)P(C1=CC=CC=C1)C1=CC=CC=C1.C1(=CC=CC=C1)P(C1=CC=CC=C1)C1=CC=CC=C1.C1(=CC=CC=C1)P(C1=CC=CC=C1)C1=CC=CC=C1 (tetrakis(triphenylphosphine) palladium (0)). The solvent is C(OC)COC (dimethoxyethane). Run at temperature 800 celsius, time 6 hour. The product is NC1=NC=C(N=C1)C1=CC(=CC=C1)OC (2-amino-5-(3-methoxyphenyl)pyrazine). Isolated yield 102.5%. Reaction SMILES: [NH2:1][C:2]1[CH:7]=[N:6][C:5](Br)=[CH:4][N:3]=1.[CH3:9][O:10][C:11]1[CH:12]=[C:13](B(O)O)[CH:14]=[CH:15][CH:16]=1.C(=O)([O-])[O-].[Na+].[Na+].O>C(COC)OC.[Pd].C1(P(C2C=CC=CC=2)C2C=CC=CC=2)C=CC=CC=1.C1(P(C2C=CC=CC=2)C2C=CC=CC=2)C=CC=CC=1.C1(P(C2C=CC=CC=2)C2C=CC=CC=2)C=CC=CC=1.C1(P(C2C=CC=CC=2)C2C=CC=CC=2)C=CC=CC=1>[NH2:1][C:2]1[CH:7]=[N:6][C:5]([C:15]2[CH:14]=[CH:13][CH:12]=[C:11]([O:10][CH3:9])[CH:16]=2)=[CH:4][N:3]=1 |f:2.3.4,7.8.9.10.11|. Reported procedure: To a solution of 2-amino-5-bromopyrazine (642 mg) in dimethoxyethane (40 mL) was added 3-methoxyphenylboronic acid (560 mg), 1.5N aqueous sodium carbonate solution (4 mL) and tetrakis(triphenylphosphine) palladium (0) (86 mg). The mixture was stirred at 800° C. for 6 hours. To the reaction mixture was added water (20 mL) and the whole was extracted with ethyl acetate (50 mL×3). The extract was washed with saturated saline solution and then dried over anhydrous Na2SO4. The concentration of the so... Reactants: BrC=1C(=NC=C(C(=O)NC2=CC=C(C=C2)OC(F)(F)F)C1)N1C[C@@H](CC1)O ((R)-5-bromo-6-(3-hydroxypyrrolidin-1-yl)-N-(4-(trifluoromethoxy)phenyl)nicotinamide), FC=1C(=NC=C(C1)B1OC(C(O1)(C)C)(C)C)N (3-fluoro-5-(4,4,5,5-tetramethyl-1,3,2-dioxaborolan-2-yl)pyridin-2-amine). Product: NC1=C(C=C(C=N1)C=1C(=NC=C(C1)C(=O)NC1=CC=C(C=C1)OC(F)(F)F)N1C[C@@H](CC1)O)F ((R)-6′-Amino-5′-fluoro-2-(3-hydroxypyrrolidin-1-yl)-N-(4-(trifluoromethoxy)phenyl)-[3,3′-bipyridine]-5-carboxamide). As a reaction SMILES: Br[C:2]1[C:3]([N:22]2[CH2:26][CH2:25][C@@H:24]([OH:27])[CH2:23]2)=[N:4][CH:5]=[C:6]([CH:21]=1)[C:7]([NH:9][C:10]1[CH:15]=[CH:14][C:13]([O:16][C:17]([F:20])([F:19])[F:18])=[CH:12][CH:11]=1)=[O:8].[F:28][C:29]1[C:30]([NH2:44])=[N:31][CH:32]=[C:33](B2OC(C)(C)C(C)(C)O2)[CH:34]=1>>[NH2:44][C:30]1[N:31]=[CH:32][C:33]([C:2]2[C:3]([N:22]3[CH2:26][CH2:25][C@@H:24]([OH:27])[CH2:23]3)=[N:4][CH:5]=[C:6]([C:7]([NH:9][C:10]3[CH:15]=[CH:14][C:13]([O:16][C:17]([F:18])([F:20])[F:19])=[CH:12][CH:11]=3)=[O:8])[CH:21]=2)=[CH:34][C:29]=1[F:28]. Procedure: The title compound was prepared in an analogous fashion to that described in Example 169 using (R)-5-bromo-6-(3-hydroxypyrrolidin-1-yl)-N-(4-(trifluoromethoxy)phenyl)nicotinamide (Stage 35.1) and 3-fluoro-5-(4,4,5,5-tetramethyl-1,3,2-dioxaborolan-2-yl)pyridin-2-amine to afford a white amorphous powder. HPLC (Condition 4) tR=4.37 min, UPLC-MS (Condition 3) tR=0.91 min, m/z=478.1 [M+H]+; 1H-NMR (400 MHz, DMSO-d6) δ ppm 1.66-1.89 (m, 2H) 2.94 (d, J=11.34 Hz, 1H) 3.18-3.28 (m, 2H) 3.34-3.47 (m, 1H) ... Reactants: N1(C=CC=C1)C1=CC(=NC=C1)C (4-pyrrol-1-yl-methyl-pyridine), [Cl-].BrC=1C=C(C=[N+]2CCCC2)C=CC1F (1-(3-bromo-4-fluoro-benzylidene)-pyrrolidinium chloride), BrC=1C=C(C=O)C=CC1F (3-bromo-4-fluorobenzaldehyde), N1CCCC1 (pyrrolidine). Yields the product BrC=1C=C(C=CC1F)C(C=1N(C=CC1)CC1=NC=CC=C1)N1CCCC1 (2-{2-[(3-Bromo-4-fluoro-phenyl)-pyrrolidin-1-yl-methyl]-pyrrol-1-ylmethyl}-pyridine). RXN SMILES: [N:1]1([C:6]2C=CN=[C:8]([CH3:12])[CH:7]=2)[CH:5]=[CH:4][CH:3]=[CH:2]1.[Cl-].[Br:14][C:15]1[CH:16]=[C:17]([CH:24]=[CH:25][C:26]=1[F:27])[CH:18]=[N+:19]1[CH2:23][CH2:22][CH2:21][CH2:20]1.BrC1C=C(C=CC=1F)C=O.[NH:38]1CC[CH2:40][CH2:39]1>>[Br:14][C:15]1[CH:16]=[C:17]([CH:18]([N:19]2[CH2:20][CH2:21][CH2:22][CH2:23]2)[C:5]2[N:1]([CH2:6][C:7]3[CH:8]=[CH:12][CH:40]=[CH:39][N:38]=3)[CH:2]=[CH:3][CH:4]=2)[CH:24]=[CH:25][C:26]=1[F:27] |f:1.2|. Procedure details: The preparation was carried out in accordance with general synthesis instructions 4 from 4-pyrrol-1-yl-methyl-pyridine and 1-(3-bromo-4-fluoro-benzylidene)-pyrrolidinium chloride, which had been prepared in accordance with example 4 from 3-bromo-4-fluorobenzaldehyde and pyrrolidine. Reactants: [N+](=O)([O-])C1=CC=C(CBr)C=C1 (4-nitrobenzyl bromide), C(C)OC(=O)C=1NC2=CC=CC=C2C1 (1H-indole-2-carboxylic acid ethyl ester), C([O-])([O-])=O.[K+].[K+] (potassium carbonate). Run in CC(=O)C (acetone). Yields the product [N+](=O)([O-])C1=CC=C(CN2C(=CC3=CC=CC=C23)C(=O)OCC)C=C1 (ethyl 1-(4-nitrobenzyl)-1H-indole-2-carboxylate). Isolated yield 72.0%. RXN SMILES: [N+:1]([C:4]1[CH:11]=[CH:10][C:7]([CH2:8]Br)=[CH:6][CH:5]=1)([O-:3])=[O:2].[CH2:12]([O:14][C:15]([C:17]1[NH:18][C:19]2[C:24]([CH:25]=1)=[CH:23][CH:22]=[CH:21][CH:20]=2)=[O:16])[CH3:13].C(=O)([O-])[O-].[K+].[K+]>CC(C)=O>[N+:1]([C:4]1[CH:11]=[CH:10][C:7]([CH2:8][N:18]2[C:19]3[C:24](=[CH:23][CH:22]=[CH:21][CH:20]=3)[CH:25]=[C:17]2[C:15]([O:14][CH2:12][CH3:13])=[O:16])=[CH:6][CH:5]=1)([O-:3])=[O:2] |f:2.3.4|. Reported procedure: A mixture of 4-nitrobenzyl bromide (1.85 g, 8.56 mmol), 1H-indole-2-carboxylic acid ethyl ester (1.62 g, 8.56 mmol) and potassium carbonate (4.17 g, 30 mmol) in 100 mL of acetone was refluxed for 1 day. After cooling to room temperature the reaction was quenched by addition of water and then partitioned between water and methylene chloride. The organic phase was dried over MgSO4, and concentrated to yield ethyl 1-(4-nitrobenzyl)-1H-indole-2-carboxylate as an off-white solid (2.0 g, 72%): 1H NMR ... Starting materials: ClC1=NC2=CC=CC=C2C=C1C (2-chloro-3-methyl-quinoline), N1N=CN=C1 (1,2,4-triazole), O (water), [OH-].[NH4+] (ammonium hydroxide). The solvent is C(C)O (ethanol). Reaction conditions: time 4 hour. Yields the product N1(N=CN=C1)C1=NC2=CC=CC=C2C=C1C (2-(1H-1,2,4-triazole-1-yl)-3-methyl-quinoline). Yield: 70.9%. As a reaction SMILES: Cl[C:2]1[C:11]([CH3:12])=[CH:10][C:9]2[C:4](=[CH:5][CH:6]=[CH:7][CH:8]=2)[N:3]=1.[NH:13]1[CH:17]=[N:16][CH:15]=[N:14]1.O.[OH-].[NH4+]>C(O)C>[N:13]1([C:2]2[C:11]([CH3:12])=[CH:10][C:9]3[C:4](=[CH:5][CH:6]=[CH:7][CH:8]=3)[N:3]=2)[CH:17]=[N:16][CH:15]=[N:14]1 |f:3.4|. Procedure details: A mixture of 1.78 g of 2-chloro-3-methyl-quinoline and 0.69 g of 1,2,4-triazole is melt and allowed to stand at 120° C. for 4 hours. The melt is cooled, then dissolved in 10 ml of ethanol, poured into 20 ml of water and neutralized with 1 ml of concentrated ammonium hydroxide. The precipitated product is filtered. Thus 1.49 g of the desired compound are obtained, yield 71%. Mp.: 80°-81° C.